From a dataset of the Open Reaction Database (ORD), a public repository of structured organic reaction records. describe an organic reaction: reactants, conditions, products, and yield The reactants are [Si](C)(C)(C(C)(C)C)O[C@@H]([C@H](CC1=CC(=CC=C1)F)NC(OC(C)(C)C)=O)CN[C@H]1CC(NC2=CC=C(C=C12)CC(C)(C)C)(C)C (tert-butyl (2S,3R)-3-(tert-butyldimethylsilyloxy)-4-((S)-2,2-dimethyl-6-neopentyl-1,2,3,4-tetrahydroquinolin-4-ylamino)-1-(3-fluorophenyl)butan-2-ylcarbamate), C(Cl)Cl (DCM), [F-].C(CCC)[N+](CCCC)(CCCC)CCCC (tetrabutylammonium fluoride), CCOC(=O)C (EtOAc). Solvent: O (H2O). Run at time 8 hour. Yields the product CC1(NC2=CC=C(C=C2[C@H](C1)NC[C@H]([C@H](CC1=CC(=CC=C1)F)NC(OC(C)(C)C)=O)O)CC(C)(C)C)C (Tert-butyl (2S,3R)-4-((S)-2,2-dimethyl-6-neopentyl-1,2,3,4-tetrahydroquinolin-4-ylamino)-1-(3-fluorophenyl)-3-hydroxybutan-2-ylcarbamate). Reaction SMILES: [Si]([O:8][C@H:9]([CH2:27][NH:28][C@@H:29]1[C:38]2[C:33](=[CH:34][CH:35]=[C:36]([CH2:39][C:40]([CH3:43])([CH3:42])[CH3:41])[CH:37]=2)[NH:32][C:31]([CH3:45])([CH3:44])[CH2:30]1)[C@@H:10]([NH:19][C:20](=[O:26])[O:21][C:22]([CH3:25])([CH3:24])[CH3:23])[CH2:11][C:12]1[CH:17]=[CH:16][CH:15]=[C:14]([F:18])[CH:13]=1)(C(C)(C)C)(C)C.C(Cl)Cl.[F-].C([N+](CCCC)(CCCC)CCCC)CCC.CCOC(C)=O>O>[CH3:44][C:31]1([CH3:45])[CH2:30][C@H:29]([NH:28][CH2:27][C@@H:9]([OH:8])[C@@H:10]([NH:19][C:20](=[O:26])[O:21][C:22]([CH3:23])([CH3:24])[CH3:25])[CH2:11][C:12]2[CH:17]=[CH:16][CH:15]=[C:14]([F:18])[CH:13]=2)[C:38]2[C:33](=[CH:34][CH:35]=[C:36]([CH2:39][C:40]([CH3:43])([CH3:42])[CH3:41])[CH:37]=2)[NH:32]1 |f:2.3|. Reported procedure: To a solution of tert-butyl (2S,3R)-3-(tert-butyldimethylsilyloxy)-4-((S)-2,2-dimethyl-6-neopentyl-1,2,3,4-tetrahydroquinolin-4-ylamino)-1-(3-fluorophenyl)butan-2-ylcarbamate (0.231 g, 0.360 mmol) in DCM (1.20 ml, 0.360 mmol) was added tetrabutylammonium fluoride (1.44 ml, 1.44 mmol). The resulting solution was stirred overnight. The mixture was transferred to a sep. funnel containing EtOAc and H2O. The aqueous layer was washed 4× with EtOAc. The proganic layers were combined, dried over MgSO4, ... Reactants: Cl (hydrogen chloride), [N+](=O)([O-])C1=CC=C(C=CC(=O)O)C=C1 (4-nitrocinnamic acid), C(C)(=O)OCC (ethyl acetate), S(=O)(Cl)Cl (thionyl chloride). Run in CN(C)C=O (DMF). The product is [N+](=O)([O-])C1=CC=C(C=CC(=O)Cl)C=C1 (4-nitrocinnamoyl chloride). The yield is 99.2%. RXN SMILES: [N+:1]([C:4]1[CH:14]=[CH:13][C:7]([CH:8]=[CH:9][C:10](O)=[O:11])=[CH:6][CH:5]=1)([O-:3])=[O:2].C(OCC)(=O)C.S(Cl)([Cl:23])=O.Cl>CN(C=O)C>[N+:1]([C:4]1[CH:14]=[CH:13][C:7]([CH:8]=[CH:9][C:10]([Cl:23])=[O:11])=[CH:6][CH:5]=1)([O-:3])=[O:2]. Reported procedure: 193.2 g (1 mole) of 4-nitrocinnamic acid and 650 g of ethyl acetate were placed in a reaction vessel. While 200 g of thionyl chloride with some drops of DMF was dropped into the reaction mixtures, the reaction mixtures were refluxed with stirring until the generation of hydrogen chloride gas stopped. The reacted solution was concentrated until a solid could be precipitated and was poured into hexane and then the precipitated solid was separated by filtration and dried. 210 g of 4-nitrocinnamoyl ... Reactants: N1(CCCC1)CCOC1=CC=C(C=C1)N (4-(2-(Pyrrolidin-1-yl)ethoxy)benzenamine), ClC1=CC=C(C=C1)C=1C=C(NC1)C(=O)O (4-(4-chlorophenyl)-1H-pyrrole-2-carboxylic acid). Product: ClC1=CC=C(C=C1)C=1C=C(NC1)C(=O)NC1=CC=C(C=C1)OCCN1CCCC1 (4-(4-chlorophenyl)-N-(4-(2-(pyrrolidin-1-yl)ethoxy)phenyl)-1H-pyrrole-2-carboxamide). Yield: 56.2%. RXN SMILES: [N:1]1([CH2:6][CH2:7][O:8][C:9]2[CH:14]=[CH:13][C:12]([NH2:15])=[CH:11][CH:10]=2)[CH2:5][CH2:4][CH2:3][CH2:2]1.[Cl:16][C:17]1[CH:22]=[CH:21][C:20]([C:23]2[CH:24]=[C:25]([C:28](O)=[O:29])[NH:26][CH:27]=2)=[CH:19][CH:18]=1>>[Cl:16][C:17]1[CH:22]=[CH:21][C:20]([C:23]2[CH:24]=[C:25]([C:28]([NH:15][C:12]3[CH:11]=[CH:10][C:9]([O:8][CH2:7][CH2:6][N:1]4[CH2:5][CH2:4][CH2:3][CH2:2]4)=[CH:14][CH:13]=3)=[O:29])[NH:26][CH:27]=2)=[CH:19][CH:18]=1. Procedure details: 4-(2-(Pyrrolidin-1-yl)ethoxy)benzenamine (35 mg) from step A was converted to the title compound (26 mg) by acylation with 4-(4-chlorophenyl)-1H-pyrrole-2-carboxylic acid (25 mg) following the procedure described in step C of Example 1. Step C. MS (ESI) 410 (M+H)+. The reactants are C(C)(C)(C)NC(=O)C1=C(C2=C(N=C(N=C2C2=CC(=CC=C2)N)SC)S1)N (tert-Butyl 5-amino-2-methylthio-4-(3-aminophenyl)-thieno[2,3-d]pyrimidine-6-carboxamide), C1(=CC=C(C=C1)S(=O)(=O)Cl)C (p-Toluenesulfonyl chloride). Reaction conditions: time 2 hour. Reported procedure: tert-Butyl 5-amino-2-methylthio-4-(3-aminophenyl)-thieno[2,3-d]pyrimidine-6-carboxamide (example 9e, 100 mg) was dissolved in dry pyridine (5 ml). p-Toluenesulfonyl chloride (70 mg) was added and the mixture was stirred at room temperature for 2 h. The reaction mixture was diluted with CH2Cl2 and washed with 0.1M aq. HCl. The organic layer was dried (MgSO4) and concentrated under reduced pressure. The title compound was purified by chromatography on silica gel with hept/EtOAc=3/2 (v/v) as eluent... Run in N1=CC=CC=C1 (pyridine), C(Cl)Cl (CH2Cl2). Yields the product C(C)(C)(C)NC(=O)C1=C(C2=C(N=C(N=C2C2=CC(=CC=C2)NS(=O)(=O)C2=CC=C(C=C2)C)SC)S1)N (tert-Butyl 5-amino-2-methylthio-4-(3-(p-toluenesulfonamido)-phenyl)-thieno[2,3-d]pyrimidine-6-carboxamide). As a reaction SMILES: [C:1]([NH:5][C:6]([C:8]1[S:25][C:11]2[N:12]=[C:13]([S:23][CH3:24])[N:14]=[C:15]([C:16]3[CH:21]=[CH:20][CH:19]=[C:18]([NH2:22])[CH:17]=3)[C:10]=2[C:9]=1[NH2:26])=[O:7])([CH3:4])([CH3:3])[CH3:2].[C:27]1([CH3:37])[CH:32]=[CH:31][C:30]([S:33](Cl)(=[O:35])=[O:34])=[CH:29][CH:28]=1>N1C=CC=CC=1.C(Cl)Cl>[C:1]([NH:5][C:6]([C:8]1[S:25][C:11]2[N:12]=[C:13]([S:23][CH3:24])[N:14]=[C:15]([C:16]3[CH:21]=[CH:20][CH:19]=[C:18]([NH:22][S:33]([C:30]4[CH:31]=[CH:32][C:27]([CH3:37])=[CH:28][CH:29]=4)(=[O:35])=[O:34])[CH:17]=3)[C:10]=2[C:9]=1[NH2:26])=[O:7])([CH3:4])([CH3:2])[CH3:3]. Reactants: BrB(Br)Br, COC(=O)C(CCOCc1ccccc1)N1CCN(c2ccc(Cl)c(Cl)c2)CCC1=O, ClCCl. Yields the product COC(=O)C(CCO)N1CCN(c2ccc(Cl)c(Cl)c2)CCC1=O. As a reaction SMILES: [B:32]([Br:33])([Br:34])[Br:35].[CH3:1][O:2][C:3]([CH:4]([CH2:5][CH2:6][O:7][CH2:8][c:9]1[cH:10][cH:11][cH:12][cH:13][cH:14]1)[N:15]1[CH2:16][CH2:17][N:18]([c:23]2[cH:24][c:25]([Cl:30])[c:26]([Cl:29])[cH:27][cH:28]2)[CH2:19][CH2:20][C:21]1=[O:22])=[O:31].[Cl:36][CH2:37][Cl:38]>>[CH3:1][O:2][C:3]([CH:4]([CH2:5][CH2:6][OH:7])[N:15]1[CH2:16][CH2:17][N:18]([c:23]2[cH:24][c:25]([Cl:30])[c:26]([Cl:29])[cH:27][cH:28]2)[CH2:19][CH2:20][C:21]1=[O:22])=[O:31]. The reactants are NC=1C(=C(C(=O)OC)C=CC1Cl)NCCCO (methyl 3-amino-4-chloro-2-[(3-hydroxypropyl)amino]benzoate), ClC1=CC(=C(C=C1)N=C=S)C(F)(F)F (4-chloro-1-isothiocyanato-2-(trifluoromethyl)benzene). Run in O1CCCC1 (tetrahydrofuran). Conditions: time 2 day. Product: ClC1=C(C(=C(C(=O)OC)C=C1)NCCCO)NC(NC1=C(C=C(C=C1)Cl)C(F)(F)F)=S (methyl 4-chloro-3-({[4-chloro-2-(trifluoromethyl)phenyl]carbamothioyl}amino)-2-[(3-hydroxypropyl)amino]benzoate). Isolated yield 91.8%. Reaction SMILES: [NH2:1][C:2]1[C:3]([NH:13][CH2:14][CH2:15][CH2:16][OH:17])=[C:4]([CH:9]=[CH:10][C:11]=1[Cl:12])[C:5]([O:7][CH3:8])=[O:6].[Cl:18][C:19]1[CH:24]=[CH:23][C:22]([N:25]=[C:26]=[S:27])=[C:21]([C:28]([F:31])([F:30])[F:29])[CH:20]=1>O1CCCC1>[Cl:12][C:11]1[CH:10]=[CH:9][C:4]([C:5]([O:7][CH3:8])=[O:6])=[C:3]([NH:13][CH2:14][CH2:15][CH2:16][OH:17])[C:2]=1[NH:1][C:26](=[S:27])[NH:25][C:22]1[CH:23]=[CH:24][C:19]([Cl:18])=[CH:20][C:21]=1[C:28]([F:29])([F:30])[F:31]. Procedure details: A mixture of methyl 3-amino-4-chloro-2-[(3-hydroxypropyl)amino]benzoate (12.5 g, 48.3 mmol) and 4-chloro-1-isothiocyanato-2-(trifluoromethyl)benzene (14.9 g, 62.8 mmol) in tetrahydrofuran (150 mL) was stirred at room temperature for 2 days. The mixture was concentrated in vacuo. The residue was purified by flash column chromatography on silica gel eluting with ethyl acetate. The filtrate was concentrated in vacuo to give methyl 4-chloro-3-({[4-chloro-2-(trifluoromethyl)phenyl]carbamothioyl}amino... Reactants: resultant solution, NC1=CC=CC=C1 (aniline), N1=CC=CC=C1 (pyridine), COC(C=CC1=C(C=CC=C1)S(=O)(=O)Cl)=O (3-(2-Chlorosulfonylphenyl)acrylic acid methyl ester). The solvent is ClCCl (dichloromethane). Yields the product COC(C=CC1=C(C=CC=C1)S(NC1=CC=CC=C1)(=O)=O)=O (3-(2-Phenylsulfamoyl-phenyl)-acrylic acid methyl ester). Yield: 60.5%. Reaction SMILES: [NH2:1][C:2]1[CH:7]=[CH:6][CH:5]=[CH:4][CH:3]=1.N1C=CC=CC=1.[CH3:14][O:15][C:16](=[O:29])[CH:17]=[CH:18][C:19]1[CH:24]=[CH:23][CH:22]=[CH:21][C:20]=1[S:25](Cl)(=[O:27])=[O:26]>ClCCl>[CH3:14][O:15][C:16](=[O:29])[CH:17]=[CH:18][C:19]1[CH:24]=[CH:23][CH:22]=[CH:21][C:20]=1[S:25](=[O:26])(=[O:27])[NH:1][C:2]1[CH:7]=[CH:6][CH:5]=[CH:4][CH:3]=1. Procedure details: To a mixture of aniline (0.33 g, 3.53 mmol) and pyridine (1 ml) a solution of 3-(2-chlorosulfonylphenyl)acrylic acid methyl ester (33) (0.45 g, 1.72 mmol) in dichloromethane (3 ml) was added and the resultant solution was stirred at 50° C. for 1 hour. The reaction mixture was evaporated and the residue was partitioned between ethyl acetate and 10% HCl. The organic layer was washed successively with water, saturated NaCl and dried (Na2SO4). The solvent was removed and the residue was chromatograp...